This data is from the Open Reaction Database (ORD), a public repository of structured organic reaction records. The task is: describe an organic reaction: reactants, conditions, products, and yield Reactants: NC1=C(C=C(C=N1)B(O)O)C(F)(F)F (6-amino-5-(trifluoromethyl)pyridin-3-ylboronic acid), palladium dichlorobis triphenylphosphine, BrC1=CC=2C3=C(C=NC2C=C1)N(C(N3C=3C=NC(=CC3)OC)=NC#N)C (N-(8-bromo-1-(6-methoxypyridin-3-yl)-3-methyl-1H-imidazo[4,5-c]quinolin-2(3H)-ylidene)cyanamide), BrC1=CC=2C3=C(C=NC2C=C1)N(C(N3C=3C=NC(=CC3)OC)=NC#N)C (N-(8-bromo-1-(6-methoxypyridin-3-yl)-3-methyl-1H-imidazo[4,5-c]quinolin-2(3H)-ylidene)cyanamide), C(=O)([O-])[O-].[Na+].[Na+] (Na2CO3). Run in CN(C)C=O (DMF). Reaction conditions: temperature 110 celsius. Product: NC1=C(C=C(C=N1)C1=CC=2C3=C(C=NC2C=C1)N(C(N3C=3C=NC(=CC3)OC)=NC#N)C)C(F)(F)F (N-(8-(6-amino-5-(trifluoromethyl)pyridin-3-yl)-1-(6-methoxypyridin-3-yl)-3-methyl-1H-imidazo[4,5-c]quinolin-2(3H)-ylidene)cyanamide). Reaction SMILES: [NH2:1][C:2]1[N:7]=[CH:6][C:5](B(O)O)=[CH:4][C:3]=1[C:11]([F:14])([F:13])[F:12].Br[C:16]1[CH:25]=[CH:24][C:23]2[N:22]=[CH:21][C:20]3[N:26]([CH3:40])[C:27](=[N:37][C:38]#[N:39])[N:28]([C:29]4[CH:30]=[N:31][C:32]([O:35][CH3:36])=[CH:33][CH:34]=4)[C:19]=3[C:18]=2[CH:17]=1.C([O-])([O-])=O.[Na+].[Na+]>CN(C=O)C>[NH2:1][C:2]1[N:7]=[CH:6][C:5]([C:16]2[CH:25]=[CH:24][C:23]3[N:22]=[CH:21][C:20]4[N:26]([CH3:40])[C:27](=[N:37][C:38]#[N:39])[N:28]([C:29]5[CH:30]=[N:31][C:32]([O:35][CH3:36])=[CH:33][CH:34]=5)[C:19]=4[C:18]=3[CH:17]=2)=[CH:4][C:3]=1[C:11]([F:14])([F:13])[F:12] |f:2.3.4|. Reported procedure: 6-amino-5-(trifluoromethyl)pyridin-3-ylboronic acid (1.677 mmol) and palladium dichlorobis triphenylphosphine (10 mol %) were added to a solution of N-(8-bromo-1-(6-methoxypyridin-3-yl)-3-methyl-1H-imidazo[4,5-c]quinolin-2(3H)-ylidene)cyanamide (compound of step 5, 1.118 mmol) in dry DMF in an inert atmosphere. Saturated Na2CO3 (0.3 ml) was added to the reaction mixture and the resulting solution was heated at 110° C. for 3 h. The solvent was removed; the crude material was extracted in EtOAc, w... Starting materials: COC(=O)C1CCC(C(C)=O)(C(=O)OC)CC1, CO, Cl, O. Yields the product COC(=O)C1CCC(C(C)=O)CC1. Reaction SMILES: [C:1]([CH3:2])(=[O:3])[C:4]1([C:14]([O:15][CH3:16])=[O:17])[CH2:5][CH2:6][CH:7]([C:10](=[O:11])[O:12][CH3:13])[CH2:8][CH2:9]1.[CH3:20][OH:21].[ClH:18].[OH2:19]>>[C:1]([CH3:2])(=[O:3])[CH:4]1[CH2:5][CH2:6][CH:7]([C:10](=[O:11])[O:12][CH3:13])[CH2:8][CH2:9]1. Starting materials: O (Water), ClC1=C(C=C(C=C1)NC(=O)C1CC2=CC(=CC=C2CC1)O)C(F)(F)F (N-[4-chloro-3-(trifluoromethyl)phenyl]-7-hydroxy-1,2,3,4-tetrahydronaphthalene-2-carboxamide), ClC1=CC(=NC=C1)C=1NCCN1 (4-chloro-2-(4,5-dihydro-1H-imidazol-2-yl)pyridine), C(=O)([O-])[O-].[Cs+].[Cs+] (Cs2CO3). Run in CN(C)C=O (DMF). Yield: 67.4%. Yields the product ClC1=C(C=C(C=C1)NC(=O)C1CC2=CC(=CC=C2CC1)OC1=CC(=NC=C1)C=1NCCN1)C(F)(F)F (N-[4-chloro-3-(trifluoromethyl)phenyl]-7-{[2-(4,5-dihydro-1H-imidazol-2-yl)-pyridin-4-yl]oxy}-1,2,3,4-tetrahydronaphthalene-2-carboxamide). As a reaction SMILES: [Cl:1][C:2]1[CH:7]=[CH:6][C:5]([NH:8][C:9]([CH:11]2[CH2:20][CH2:19][C:18]3[C:13](=[CH:14][C:15]([OH:21])=[CH:16][CH:17]=3)[CH2:12]2)=[O:10])=[CH:4][C:3]=1[C:22]([F:25])([F:24])[F:23].Cl[C:27]1[CH:32]=[CH:31][N:30]=[C:29]([C:33]2[NH:34][CH2:35][CH2:36][N:37]=2)[CH:28]=1.C([O-])([O-])=O.[Cs+].[Cs+].O>CN(C=O)C>[Cl:1][C:2]1[CH:7]=[CH:6][C:5]([NH:8][C:9]([CH:11]2[CH2:20][CH2:19][C:18]3[C:13](=[CH:14][C:15]([O:21][C:27]4[CH:32]=[CH:31][N:30]=[C:29]([C:33]5[NH:34][CH2:35][CH2:36][N:37]=5)[CH:28]=4)=[CH:16][CH:17]=3)[CH2:12]2)=[O:10])=[CH:4][C:3]=1[C:22]([F:23])([F:24])[F:25] |f:2.3.4|. Reported procedure: To a solution of N-[4-chloro-3-(trifluoromethyl)phenyl]-7-hydroxy-1,2,3,4-tetrahydronaphthalene-2-carboxamide (64 mg, 0.17 mmol) and 4-chloro-2-(4,5-dihydro-1H-imidazol-2-yl)pyridine (35 mg, 0.19 mmol) in DMF (1.70 mL) was added Cs2CO3 (170 mg, 0.52 mmol). The mixture was irradiated in a microwave for 200 sec at 200° C. Water was added, and the mixture was extracted with EtOAc. The organic solution was washed with water (3×) and brine, dried over Na2SO4, filtered and evaporated. The residue was ...